Task: describe an organic reaction: reactants, conditions, products, and yield. Dataset: the Open Reaction Database (ORD), a public repository of structured organic reaction records The reactants are NC1=CC(=C(C(=O)O)C=C1Cl)OCC1=CC(=CC=C1)I (4-amino-5-chloro-2-[(3-iodophenyl)methoxy]benzoic acid), C(=O)(N1C=NC=C1)N1C=NC=C1 (1,1'-carbonyldiimidazole), N[C@@H]1CN2CCC1CC2 ((S)-3-aminoquinuclidine). Run in O1CCCC1 (tetrahydrofuran), CN(C=O)C (N,N-dimethylformamide), O1CCCC1 (tetrahydrofuran). Run at time 45 minute. Product: NC=1C(=C(C(=O)N[C@@H]2CN3CCC2CC3)C=C(C1)Cl)OCC1=CC(=CC=C1)I ((S)-(-)-Amino-N-(1-azabicyclo[2,2,2]oct-3-yl)-5-chloro-2-[(3-iodophenyl)methoxy]benzamide). The yield is 26.9%. As a reaction SMILES: N[C:2]1[C:10]([Cl:11])=[CH:9][C:5]([C:6]([OH:8])=O)=[C:4]([O:12][CH2:13][C:14]2[CH:19]=[CH:18][CH:17]=[C:16]([I:20])[CH:15]=2)[CH:3]=1.C(N1C=CN=C1)([N:23]1C=CN=C1)=O.[NH2:33][C@H:34]1[CH:39]2[CH2:40][CH2:41][N:36]([CH2:37][CH2:38]2)[CH2:35]1>O1CCCC1.CN(C)C=O>[NH2:23][C:3]1[C:4]([O:12][CH2:13][C:14]2[CH:19]=[CH:18][CH:17]=[C:16]([I:20])[CH:15]=2)=[C:5]([CH:9]=[C:10]([Cl:11])[CH:2]=1)[C:6]([NH:33][C@H:34]1[CH:39]2[CH2:40][CH2:41][N:36]([CH2:37][CH2:38]2)[CH2:35]1)=[O:8]. Procedure details: A solution of 4-amino-5-chloro-2-[(3-iodophenyl)methoxy]benzoic acid (3.23 g, 8.0 mmol) in anhydrous tetrahydrofuran (4 mL) and anhydrous N,N-dimethylformamide (4 mL) under nitrogen was treated with 1,1'-carbonyldiimidazole (1.46 g, 9.9 mmol), stirred for 45 minutes, and degased over 15 minutes under a stream of nitrogen. A solution of (S)-3-aminoquinuclidine (1.54 g, 12.2 mmol) in anhydrous tetrahydrofuran (4 mL) was added, and the mixture was stirred at room temperature for 18 hours, warmed to... As a reaction SMILES: C[O:2][C:3]([C:5]1[CH:10]=[C:9]([Cl:11])[CH:8]=[C:7]([O:12][CH3:13])[N:6]=1)=[O:4].[OH-].[Na+].Cl>CO>[Cl:11][C:9]1[CH:8]=[C:7]([O:12][CH3:13])[N:6]=[C:5]([C:3]([OH:4])=[O:2])[CH:10]=1 |f:1.2|. Reactants: [OH-].[Na+] (NaOH), COC(=O)C1=NC(=CC(=C1)Cl)OC (4-chloro-6-methoxy-pyridine-2-carboxylic acid methyl ester), Cl (HCl). Solvent: CO (MeOH). Reported procedure: 630 mg (3.13 mmol) 4-chloro-6-methoxy-pyridine-2-carboxylic acid methyl ester was dissolved in 20 mL MeOH and treated with 2.34 mL 4 M aqueous NaOH solution at RT for 12 h. The reaction mixture was acidified with 4 M aqueous HCl. The solvent was removed by distillation and the residue taken up in water. The precipitate was filtered off, washed with water and dried. Product: ClC1=CC(=NC(=C1)OC)C(=O)O (4-Chloro-6-methoxy-pyridine-2-carboxylic acid). Reactants: C(C1=CC=CC=C1)OC(=O)N1C(CCC1)C1=CC(=C(C(=O)O)C=C1)F (4-(1-(benzyloxycarbonyl)pyrrolidin-2-yl)-2-fluorobenzoic acid), S(=O)(Cl)Cl (thionyl chloride). The solvent is ClCCl (dichloromethane). Run at time 8 hour. The product is ClC(=O)C1=C(C=C(C=C1)C1N(CCC1)C(=O)OCC1=CC=CC=C1)F (benzyl 2-(4-(chlorocarbonyl)-3-fluorophenyl)pyrrolidine-1-carboxylate). Yield: 100.1%. Reaction SMILES: [CH2:1]([O:8][C:9]([N:11]1[CH2:15][CH2:14][CH2:13][CH:12]1[C:16]1[CH:24]=[CH:23][C:19]([C:20](O)=[O:21])=[C:18]([F:25])[CH:17]=1)=[O:10])[C:2]1[CH:7]=[CH:6][CH:5]=[CH:4][CH:3]=1.S(Cl)([Cl:28])=O>ClCCl>[Cl:28][C:20]([C:19]1[CH:23]=[CH:24][C:16]([CH:12]2[CH2:13][CH2:14][CH2:15][N:11]2[C:9]([O:8][CH2:1][C:2]2[CH:7]=[CH:6][CH:5]=[CH:4][CH:3]=2)=[O:10])=[CH:17][C:18]=1[F:25])=[O:21]. Procedure details: To a stirred solution of 4-(1-(benzyloxycarbonyl)pyrrolidin-2-yl)-2-fluorobenzoic acid (8.4 g, 24.5 mmol) in anhydrous dichloromethane (300 mL) was added dropwise thionyl chloride (2.2 mL, 29.4 mmol) at 0° C. After the addition, the reaction mixture was stirred at room temperature overnight. The solvent was removed in vacuo to give benzyl 2-(4-(chlorocarbonyl)-3-fluorophenyl)pyrrolidine-1-carboxylate (8.87 g). The reactants are CCN(C(C)C)C(C)C, O=S1CCc2nc(N3CCN(c4ccc(Cl)cc4)CC3)nc(Cl)c21, COCC(N)c1nc2ccc(Cl)cc2[nH]1, ClCCl, C1COCCO1, O. Yields the product COCC(Nc1nc(N2CCN(c3ccc(Cl)cc3)CC2)nc2c1S(=O)CC2)c1nc2ccc(Cl)cc2[nH]1. As a reaction SMILES: [CH:40]([N:41]([CH:42]([CH3:43])[CH3:44])[CH2:45][CH3:46])([CH3:47])[CH3:48].[Cl:1][c:2]1[c:3]2[c:4]([n:5][c:6]([N:8]3[CH2:9][CH2:10][N:11]([c:14]4[cH:15][cH:16][c:17]([Cl:20])[cH:18][cH:19]4)[CH2:12][CH2:13]3)[n:7]1)[CH2:21][CH2:22][S:23]2=[O:24].[Cl:25][c:26]1[cH:27][cH:28][c:29]2[c:30]([nH:31][c:32]([CH:34]([CH2:35][O:36][CH3:37])[NH2:38])[n:33]2)[cH:39]1.[Cl:56][CH2:57][Cl:58].[O:50]1[CH2:51][CH2:52][O:53][CH2:54][CH2:55]1.[OH2:49]>>[c:2]1([NH:38][CH:34]([c:32]2[nH:31][c:30]3[c:29]([cH:28][cH:27][c:26]([Cl:25])[cH:39]3)[n:33]2)[CH2:35][O:36][CH3:37])[c:3]2[c:4]([n:5][c:6]([N:8]3[CH2:9][CH2:10][N:11]([c:14]4[cH:15][cH:16][c:17]([Cl:20])[cH:18][cH:19]4)[CH2:12][CH2:13]3)[n:7]1)[CH2:21][CH2:22][S:23]2=[O:24].